Dataset: the Open Reaction Database (ORD), a public repository of structured organic reaction records. Task: describe an organic reaction: reactants, conditions, products, and yield The reactants are Cl.NC1=C2N=C(N=C2N(C=N1)CC1=CC(=C(C=C1)OC)OCC1=CC=CC=C1)C(C)(C)OCC1=CC=CC=C1 (6-amino-3-(3-benzyloxy-4-methoxy-benzyl)-8-(1-benzyloxy-1-methyl-ethyl)-3H-purine hydrochloride). The reagents and catalysts are [Pd] (Pd-C). Solvent: C1CCOC1.CO (THF methanol). Product: Cl.NC1=C2N=C(N=C2N(C=N1)CC1=CC(=C(C=C1)OC)O)C(C)(C)O (6-amino-3-(3-hydroxy-4-methoxy-benzyl)-8-(1-hydroxy-1-methyl-ethyl)-3H-purine hydrochloride). The yield is 77.4%. Reaction SMILES: [ClH:1].[NH2:2][C:3]1[N:11]=[CH:10][N:9]([CH2:12][C:13]2[CH:18]=[CH:17][C:16]([O:19][CH3:20])=[C:15]([O:21]CC3C=CC=CC=3)[CH:14]=2)[C:8]2[C:4]=1[N:5]=[C:6]([C:29]([O:32]CC1C=CC=CC=1)([CH3:31])[CH3:30])[N:7]=2>C1COCC1.CO.[Pd]>[ClH:1].[NH2:2][C:3]1[N:11]=[CH:10][N:9]([CH2:12][C:13]2[CH:18]=[CH:17][C:16]([O:19][CH3:20])=[C:15]([OH:21])[CH:14]=2)[C:8]2[C:4]=1[N:5]=[C:6]([C:29]([OH:32])([CH3:30])[CH3:31])[N:7]=2 |f:0.1,2.3,5.6|. Procedure details: A solution of the above 6-amino-3-(3-benzyloxy-4-methoxy-benzyl)-8-(1-benzyloxy-1-methyl-ethyl)-3H-purine hydrochloride (3.22 g) in THF:methanol (1:1) (60 ml) was hydrogenated at room temperature and pressure for 2.5 hours with 10% Pd-C (0.64 g). The catalyst was filtered off and the solution evaporated to dryness in vacuo. The residue was crystallized from acetone to give 6-amino-3-(3-hydroxy-4-methoxy-benzyl)-8-(1-hydroxy-1-methyl-ethyl)-3H-purine hydrochloride, (1.67 g, 77.3%) mp 155-160° C. The reactants are O (H2O), C1(=CC=CC=C1)O (phenol), FC1=C(C=O)C=CC=C1 (2-fluorobenzaldehyde), C(=O)([O-])[O-].[K+].[K+] (K2CO3). The solvent is CN(C(C)=O)C (N,N-dimethylacetamide). Yields the product O(C1=CC=CC=C1)C1=C(C=O)C=CC=C1 (2-phenoxybenzaldehyde). Reaction SMILES: [C:1]1([OH:7])[CH:6]=[CH:5][CH:4]=[CH:3][CH:2]=1.F[C:9]1[CH:16]=[CH:15][CH:14]=[CH:13][C:10]=1[CH:11]=[O:12].C([O-])([O-])=O.[K+].[K+].O>CN(C)C(=O)C>[O:7]([C:9]1[CH:16]=[CH:15][CH:14]=[CH:13][C:10]=1[CH:11]=[O:12])[C:1]1[CH:6]=[CH:5][CH:4]=[CH:3][CH:2]=1 |f:2.3.4|. Reported procedure: To a solution of phenol (1.8888 g, 0.0201 mol) and 2-fluorobenzaldehyde (2.14 mL, 0.0203 mol) in N,N-dimethylacetamide (20 mL) was added anhydrous K2CO3 (3.0798 g, 0.0223 mol). The resulting heterogenous mixture was refluxed for 3 h. The resulting green mixture was then treated with H2O (100 mL) and extracted with EtOAc (2×100 mL). The combined organic extracts were washed with H2O (4×100 mL), dried over Na2SO4, filtered and concentrated. The resulting dark residue was purified by flash chromato... Starting materials: ClC=1C=CC2=C(C(=NCC(N2)=O)C2=CC=CC=C2)C1 (7-chloro-1,3 -dihydro-5-phenyl-2H-1,4-benzodiazepine-2-one), [H-].[Na+] (sodium hydride), COC(CBr)OC (bromoacetaldehyde dimethylacetal). Run in CN(C=O)C (dimethylformamide), CN(C=O)C (dimethylformamide). Reaction conditions: time 1 hour. Yields the product ClC=1C=CC2=C(C(=NCC(N2CC(OC)OC)=O)C2=CC=CC=C2)C1 (7-chloro -1,3-dihydro-1-(2,2-dimethoxyethyl)-5-phenyl-2H-1,4 -benzodiazepine-2-one). Reaction SMILES: [Cl:1][C:2]1[CH:3]=[CH:4][C:5]2[NH:11][C:10](=[O:12])[CH2:9][N:8]=[C:7]([C:13]3[CH:18]=[CH:17][CH:16]=[CH:15][CH:14]=3)[C:6]=2[CH:19]=1.[H-].[Na+].[CH3:22][O:23][CH:24]([O:27][CH3:28])[CH2:25]Br>CN(C)C=O>[Cl:1][C:2]1[CH:3]=[CH:4][C:5]2[N:11]([CH2:25][CH:24]([O:27][CH3:28])[O:23][CH3:22])[C:10](=[O:12])[CH2:9][N:8]=[C:7]([C:13]3[CH:18]=[CH:17][CH:16]=[CH:15][CH:14]=3)[C:6]=2[CH:19]=1 |f:1.2|. Reported procedure: To a solution of 27.1 g. (0.1 mole) of 7-chloro-1,3 -dihydro-5-phenyl-2H-1,4-benzodiazepine-2-one in 300 ml. of dry dimethylformamide was added 4.6 g. (0.11 mole) of 57% sodium hydride in mineral oil, under nitrogen and with continuous stirring. After stirring one hour at room temperature, 25.4 g. (0.15 mol) of redistilled bromoacetaldehyde dimethylacetal in 10 ml. of dimethylformamide was added and the reaction mixture is kept at 100° C. with stirring during 16 hours. The mixture was then conce... Starting materials: CCOC(=O)C(=O)OCC, COc1c(Cl)ccc(C=CC(C)=O)c1F, [Na]. Yields the product CCOC(=O)C(=O)CC(=O)C=Cc1ccc(Cl)c(OC)c1F. As a reaction SMILES: [C:17]([C:18](=[O:19])[O:20][CH2:21][CH3:22])(=[O:23])[O:24][CH2:25][CH3:26].[Cl:2][c:3]1[c:4]([O:15][CH3:16])[c:5]([F:14])[c:6]([CH:9]=[CH:10][C:11]([CH3:12])=[O:13])[cH:7][cH:8]1.[Na:1]>>[Cl:2][c:3]1[c:4]([O:15][CH3:16])[c:5]([F:14])[c:6]([CH:9]=[CH:10][C:11]([CH2:12][C:17]([C:18](=[O:19])[O:20][CH2:21][CH3:22])=[O:23])=[O:13])[cH:7][cH:8]1. Reactants: FC(OC1=CC=C(C=C1)N1N=C(N=C1)C1=CC=C(CC2(CC2)N)C=C1)(F)F (1-(4-(1-(4-(trifluoromethoxy)phenyl)-1H-1,2,4-triazol-3-yl)benzyl)cyclopropanamine), C(C)(C)C1=C(C=C(C=C1)C)N1/C(/SCC1=O)=N/C(OC1=CC=C(C=C1)[N+](=O)[O-])=O ((Z)-4-nitrophenyl (3-(2-isopropyl-5-methylphenyl)-4-oxothiazolidin-2-ylidene)carbamate). The product is C(C)(C)C1=C(C=C(C=C1)C)N1/C(/SCC1=O)=N/C(=O)NC1(CC1)CC1=CC=C(C=C1)C1=NN(C=N1)C1=CC=C(C=C1)OC(F)(F)F ((Z)-1-(3-(2-isopropyl-5-methylphenyl)-4-oxothiazolidin-2-ylidene)-3-(1-(4-(1-(4-(trifluoromethoxy)phenyl)-1H-1,2,4-triazol-3-yl)benzyl)cyclopropyl)urea), oil. Isolated yield 37.0%. Reaction SMILES: [F:1][C:2]([F:27])([F:26])[O:3][C:4]1[CH:9]=[CH:8][C:7]([N:10]2[CH:14]=[N:13][C:12]([C:15]3[CH:25]=[CH:24][C:18]([CH2:19][C:20]4([NH2:23])[CH2:22][CH2:21]4)=[CH:17][CH:16]=3)=[N:11]2)=[CH:6][CH:5]=1.[CH:28]([C:31]1[CH:36]=[CH:35][C:34]([CH3:37])=[CH:33][C:32]=1[N:38]1[C:42](=[O:43])[CH2:41][S:40]/[C:39]/1=[N:44]\[C:45](=O)[O:46]C1C=CC([N+]([O-])=O)=CC=1)([CH3:30])[CH3:29]>>[CH:28]([C:31]1[CH:36]=[CH:35][C:34]([CH3:37])=[CH:33][C:32]=1[N:38]1[C:42](=[O:43])[CH2:41][S:40]/[C:39]/1=[N:44]\[C:45]([NH:23][C:20]1([CH2:19][C:18]2[CH:24]=[CH:25][C:15]([C:12]3[N:13]=[CH:14][N:10]([C:7]4[CH:6]=[CH:5][C:4]([O:3][C:2]([F:1])([F:26])[F:27])=[CH:9][CH:8]=4)[N:11]=3)=[CH:16][CH:17]=2)[CH2:21][CH2:22]1)=[O:46])([CH3:30])[CH3:29]. Reported procedure: The title compound was prepared as described in Example 95 using 1-(4-(1-(4-(trifluoromethoxy)phenyl)-1H-1,2,4-triazol-3-yl)benzyl)cyclopropanamine (CB30) and (Z)-4-nitrophenyl (3-(2-isopropyl-5-methylphenyl)-4-oxothiazolidin-2-ylidene)carbamate (CA50), purified by flash column chromatography using 0-100% ethyl acetate/B, where B=1:1 dichloromethane/hexanes, as eluent and isolated as red oil (0.104 g, 37%). Reactants: CCCS, CS(C)=O, Cn1nc(Cl)c(Cl)c1Cl, [K+], [OH-], O. The product is CCCSc1c(Cl)c(Cl)nn1C. RXN SMILES: [CH2:1]([CH2:2][CH3:3])[SH:4].[CH3:17][S:18]([CH3:19])=[O:20].[CH3:7][n:8]1[n:9][c:10]([Cl:15])[c:11]([Cl:14])[c:12]1[Cl:13].[K+:6].[OH-:5].[OH2:16]>>[CH2:1]([CH2:2][CH3:3])[S:4][c:12]1[n:8]([CH3:7])[n:9][c:10]([Cl:15])[c:11]1[Cl:14].